Dataset: the Open Reaction Database (ORD), a public repository of structured organic reaction records. Task: describe an organic reaction: reactants, conditions, products, and yield Reactants: [H][H] (hydrogen), Cl.C(C)(=O)NC=1C(=CC=C2C=CN=CC12)Cl (8-Acetamido-7-chloroisoquinoline hydrochloride). Reagents/catalysts: [Pt]=O (Platinum oxide). Solvent: CO (methanol). Yields the product Cl.NC=1C(=CC=C2CCNCC12)Cl (8-amino-7-chloro-1,2,3,4-tetrahydroisoquinoline hydrochloride). As a reaction SMILES: [H][H].Cl.C([NH:7][C:8]1[C:9]([Cl:18])=[CH:10][CH:11]=[C:12]2[C:17]=1[CH:16]=[N:15][CH:14]=[CH:13]2)(=O)C>CO.[Pt]=O>[ClH:18].[NH2:7][C:8]1[C:9]([Cl:18])=[CH:10][CH:11]=[C:12]2[C:17]=1[CH2:16][NH:15][CH2:14][CH2:13]2 |f:1.2,5.6|. Procedure: Platinum oxide (0.1 g.) in methanol is reduced with hydrogen at atmospheric pressure. 8-Acetamido-7-chloroisoquinoline hydrochloride (1.0 g.) is treated as in Example 11 to give 8-amino-7-chloro-1,2,3,4-tetrahydroisoquinoline hydrochloride. Starting materials: Cl.C(C1=CC=CC=C1)(=O)OCCOCCN1C=CC=2N=CN=C(C21)NC2=CC(=C(OC1=CC=C(C(=O)O)C=C1)C=C2)Cl (4-{4-[(5-{2-[2-(benzoyloxy)ethoxy]ethyl}-5H-pyrrolo[3,2-d]pyrimidin-4-yl)amino]-2-chlorophenoxy}benzoic acid hydrochloride), CC(C)(C)N (2-methylpropan-2-amine), Cl.C(C)N=C=NCCCN(C)C (1-ethyl-3-(3-dimethylaminopropyl)carbodiimide hydrochloride), O.ON1N=NC2=C1C=CC=C2 (1-hydroxybenzotriazole monohydrate). Solvent: O (Water), CN(C=O)C (N,N-dimethylformamide), C(C)N(CC)CC (triethylamine). Run at time 8 hour. The product is Cl.C(C)(C)(C)NC(C1=CC=C(C=C1)OC1=C(C=C(C=C1)NC=1C2=C(N=CN1)C=CN2CCOCCO)Cl)=O (N-(tert-butyl)-4-[2-chloro-4-({5-[2-(2-hydroxyethoxy)ethyl]-5H-pyrrolo[3,2-d]pyrimidin-4-yl}amino)phenoxy]benzamide hydrochloride). As a reaction SMILES: Cl.C([O:10][CH2:11][CH2:12][O:13][CH2:14][CH2:15][N:16]1[C:24]2[C:23]([NH:25][C:26]3[CH:41]=[CH:40][C:29]([O:30][C:31]4[CH:39]=[CH:38][C:34]([C:35]([OH:37])=O)=[CH:33][CH:32]=4)=[C:28]([Cl:42])[CH:27]=3)=[N:22][CH:21]=[N:20][C:19]=2[CH:18]=[CH:17]1)(=O)C1C=CC=CC=1.[CH3:43][C:44]([NH2:47])([CH3:46])[CH3:45].Cl.C(N=C=NCCCN(C)C)C.O.ON1C2C=CC=CC=2N=N1>O.CN(C)C=O.C(N(CC)CC)C>[ClH:42].[C:44]([NH:47][C:35](=[O:37])[C:34]1[CH:38]=[CH:39][C:31]([O:30][C:29]2[CH:40]=[CH:41][C:26]([NH:25][C:23]3[C:24]4[N:16]([CH2:15][CH2:14][O:13][CH2:12][CH2:11][OH:10])[CH:17]=[CH:18][C:19]=4[N:20]=[CH:21][N:22]=3)=[CH:27][C:28]=2[Cl:42])=[CH:32][CH:33]=1)([CH3:46])([CH3:45])[CH3:43] |f:0.1,3.4,5.6,10.11|. Procedure: A mixture of 4-{4-[(5-{2-[2-(benzoyloxy)ethoxy]ethyl}-5H-pyrrolo[3,2-d]pyrimidin-4-yl)amino]-2-chlorophenoxy}benzoic acid hydrochloride (183 mg), 2-methylpropan-2-amine (0.038 mL), 1-ethyl-3-(3-dimethylaminopropyl)carbodiimide hydrochloride (69 mg), 1-hydroxybenzotriazole monohydrate (55 mg), triethylamine (0.050 mL) and N,N-dimethylformamide (3 mL) was stirred overnight at room temperature. Water was added to the reaction mixture and the mixture was extracted with ethyl acetate. The ethyl aceta... The reactants are S=P1(OC(CN1)C)Cl (2-thioxo-2-chloro-5-methyl-1,3,2-oxazaphospholane), C1(=CC=CC=C1)C (toluene), CC[O-].[Na+] (sodium ethylate). The solvent is C(C)O (ethanol). Conditions: time 2 hour. The product is S=P1(OC(CN1)C)OCC (2-thioxo-2-ethoxy-5-methyl-1,3,2-oxazaphospholane). The yield is 82.8%. As a reaction SMILES: [S:1]=[P:2]1(Cl)[NH:6][CH2:5][CH:4]([CH3:7])[O:3]1.C1(C)C=CC=CC=1.[CH3:16][CH2:17][O-:18].[Na+]>C(O)C>[S:1]=[P:2]1([O:18][CH2:17][CH3:16])[NH:6][CH2:5][CH:4]([CH3:7])[O:3]1 |f:2.3|. Procedure details: 18 g (0.1 mol) of 2-thioxo-2-chloro-5-methyl-1,3,2-oxazaphospholane were initially introduced into 100 ml of toluene, and a solution of 0.1 mol of sodium ethylate in ethanol was added dropwise at an internal temperature of between 10° and 15° C. The reaction mixture was stirred for a further two hours, washed with water, dried and filtered and the filtrate was distilled. 15 g (83% of theory) of 2-thioxo-2-ethoxy-5-methyl-1,3,2-oxazaphospholane were obtained as a colorless liquid of boiling point... Reactants: CN(CC(CN1N=CC(=C1)[N+](=O)[O-])O)C (1-(dimethylamino)-3-(4-nitro-1H-pyrazol-1-yl)propan-2-ol), [H][H] (hydrogen). Reagents/catalysts: [Pd] (palladium on carbon). Run in C(C)O (ethanol). Product: NC=1C=NN(C1)CC(CN(C)C)O (1-(4-amino-1H-pyrazol-1-yl)-3-(dimethylamino)propan-2-ol). Yield: 92.0%. RXN SMILES: [CH3:1][N:2]([CH3:15])[CH2:3][CH:4]([OH:14])[CH2:5][N:6]1[CH:10]=[C:9]([N+:11]([O-])=O)[CH:8]=[N:7]1.[H][H]>[Pd].C(O)C>[NH2:11][C:9]1[CH:8]=[N:7][N:6]([CH2:5][CH:4]([OH:14])[CH2:3][N:2]([CH3:1])[CH3:15])[CH:10]=1. Procedure details: 1-(dimethylamino)-3-(4-nitro-1H-pyrazol-1-yl)propan-2-ol (253 mg, 1.18 mmol) and palladium on carbon (10%, 25 mg) were stirred in ethanol (5 mL) under a balloon of hydrogen for 24 h. The palladium was removed by filtration through celite and the solution was concentrated to afford 1-(4-amino-1H-pyrazol-1-yl)-3-(dimethylamino)propan-2-ol as a brown oil (200 mg), which was used crude in the following reaction. Yield: 48.0%. As a reaction SMILES: [CH3:1][C:2]1[N:3]=[C:4]([CH3:9])[C:5]([CH3:8])=[N:6]C=1.[CH:10](=O)CC.[CH3:14][C:15]([CH3:17])=[O:16].CCCCCC>>[CH3:8][C:5]1[C:4]([CH3:9])=[N:3][C:2]([CH3:1])=[C:14]([C:15](=[O:16])[CH2:17][CH3:10])[N:6]=1 |f:2.3|. Reactants: CC=1N=C(C(=NC1)C)C (trimethylpyrazine), C(CC)=O (propionaldehyde), CC(=O)C.CCCCCC (acetone hexane). Product: CC1=NC(=C(N=C1C)C)C(CC)=O (1-(2,3,5-trimethyl-6-pyrazinyl)-1-propanone). Procedure: The reaction of trimethylpyrazine and freshly distilled propionaldehyde is carried out as described in Example I on the same molar scale. Preparative thick layer chromatography (2000μ silica gel GF, developed in 5% acetone/hexane) of the crude reaction product gives a 48% yield of 1-(2,3,5-trimethyl-6-pyrazinyl)-1-propanone (mp 65°-67° C.).